Dataset: the Open Reaction Database (ORD), a public repository of structured organic reaction records. Task: describe an organic reaction: reactants, conditions, products, and yield Starting materials: NC=1C=C2C=CC=NC2=CC1 (6-aminoquinoline), C1(CCCCC1)N=C=O (cyclohexyl isocyanate). Reaction SMILES: [NH2:1][C:2]1[CH:3]=[C:4]2[C:9](=[CH:10][CH:11]=1)[N:8]=[CH:7][CH:6]=[CH:5]2.[CH:12]1([N:18]=[C:19]=[O:20])[CH2:17][CH2:16][CH2:15][CH2:14][CH2:13]1>>[CH:12]1([NH:18][C:19]([NH:1][C:2]2[CH:3]=[C:4]3[C:9](=[CH:10][CH:11]=2)[N:8]=[CH:7][CH:6]=[CH:5]3)=[O:20])[CH2:17][CH2:16][CH2:15][CH2:14][CH2:13]1. Yields the product C1(CCCCC1)NC(=O)NC=1C=C2C=CC=NC2=CC1 (N-cyclohexyl-N′-[quinolin-6-yl]urea). Procedure details: Prepared from 6-aminoquinoline and cyclohexyl isocyanate. m/z (ES+) 270 (M+H)+. Starting materials: [BH4-], CCCOc1c(C=O)cccc1C(C)(C)C, CN, CO, [Na+], O. Product: CCCOc1c(CNC)cccc1C(C)(C)C. RXN SMILES: [BH4-:19].[C:1]([CH3:2])([CH3:3])([CH3:4])[c:5]1[c:6]([O:13][CH2:14][CH2:15][CH3:16])[c:7]([CH:8]=[O:9])[cH:10][cH:11][cH:12]1.[CH3:17][NH2:18].[CH3:22][OH:23].[Na+:20].[OH2:21]>>[C:1]([CH3:2])([CH3:3])([CH3:4])[c:5]1[c:6]([O:13][CH2:14][CH2:15][CH3:16])[c:7]([CH2:8][NH:18][CH3:17])[cH:10][cH:11][cH:12]1. Starting materials: COC(C)O, CCOC(C)=O, Nc1ccc(F)c(Cl)c1, COc1cc2ncc(C#N)c(Cl)c2cc1[N+](=O)[O-]. Product: COc1cc2ncc(C#N)c(Nc3ccc(F)c(Cl)c3)c2cc1[N+](=O)[O-]. Reaction SMILES: [CH3:28][O:29][CH:30]([OH:31])[CH3:32].[CH3:33][CH2:34][O:35][C:36](=[O:37])[CH3:38].[Cl:19][c:20]1[cH:21][c:22]([NH2:23])[cH:24][cH:25][c:26]1[F:27].[Cl:1][c:2]1[c:3]([C:17]#[N:18])[cH:4][n:5][c:6]2[cH:7][c:8]([O:15][CH3:16])[c:9]([N+:12](=[O:13])[O-:14])[cH:10][c:11]12>>[c:2]1([NH:23][c:22]2[cH:21][c:20]([Cl:19])[c:26]([F:27])[cH:25][cH:24]2)[c:3]([C:17]#[N:18])[cH:4][n:5][c:6]2[cH:7][c:8]([O:15][CH3:16])[c:9]([N+:12](=[O:13])[O-:14])[cH:10][c:11]12. Reactants: CC(=O)O, COc1ccnc(-c2ccc(O)cc2)c1, Cl, [Na+], O=[N+]([O-])O, O=C([O-])O. Yields the product COc1ccnc(-c2ccc(O)cc2[N+](=O)[O-])c1. As a reaction SMILES: [CH3:26][C:27](=[O:28])[OH:29].[CH3:2][O:3][c:4]1[cH:5][c:6](-[c:10]2[cH:11][cH:12][c:13]([OH:16])[cH:14][cH:15]2)[n:7][cH:8][cH:9]1.[ClH:1].[Na+:21].[OH:17][N+:18]([O-:19])=[O:20].[OH:22][C:23](=[O:24])[O-:25]>>[CH3:2][O:3][c:4]1[cH:5][c:6](-[c:10]2[c:11]([N+:18](=[O:17])[O-:19])[cH:12][c:13]([OH:16])[cH:14][cH:15]2)[n:7][cH:8][cH:9]1. Starting materials: N[C@H]1[C@@H]2N(C(=C(CS2)CSC2=NN=NN2NC(C)=O)C(=O)O)C1=O (7β-Amino-3-[(1-acetamido-1H-tetrazol-5-yl)thiomethyl]-3-cephem-4-carboxylic acid), C(C1=CC=CC=C1)(C1=CC=CC=C1)(C1=CC=CC=C1)NC=1SC=C(N1)/C(/C(=O)O)=N/OCCCC (2-(2-tritylaminothiazol-4-yl)-(Z)-2-n-butoxyiminoacetic acid), ON1N=NC2=C1C=CC=C2 (1-hydroxybenzotriazole), C1(CCCCC1)N=C=NC1CCCCC1 (N,N'-dicyclohexylcarbodiimide). Solvent: O1CCCC1 (tetrahydrofuran). Product: C(C1=CC=CC=C1)(C1=CC=CC=C1)(C1=CC=CC=C1)NC=1SC=C(N1)/C(/C(=O)ON1N=NC2=C1C=CC=C2)=N/OCCCC (1-benzotriazolyl 2-(2-tritylaminothiazol-4-yl)-(Z)-2-n-butoxyiminoacetate). Yield: 75.6%. RXN SMILES: [C:1]([NH:20][C:21]1[S:22][CH:23]=[C:24](/[C:26](=[N:30]/[O:31][CH2:32][CH2:33][CH2:34][CH3:35])/[C:27]([OH:29])=[O:28])[N:25]=1)([C:14]1[CH:19]=[CH:18][CH:17]=[CH:16][CH:15]=1)([C:8]1[CH:13]=[CH:12][CH:11]=[CH:10][CH:9]=1)[C:2]1[CH:7]=[CH:6][CH:5]=[CH:4][CH:3]=1.O[N:37]1[C:41]2[CH:42]=[CH:43][CH:44]=[CH:45][C:40]=2[N:39]=[N:38]1.C1(N=C=NC2CCCCC2)CCCCC1.N[C@@H]1C(=O)N2C(C(O)=O)=C(CSC3N(NC(=O)C)N=NN=3)CS[C@H]12>O1CCCC1>[C:1]([NH:20][C:21]1[S:22][CH:23]=[C:24](/[C:26](=[N:30]/[O:31][CH2:32][CH2:33][CH2:34][CH3:35])/[C:27]([O:29][N:37]2[C:41]3[CH:42]=[CH:43][CH:44]=[CH:45][C:40]=3[N:39]=[N:38]2)=[O:28])[N:25]=1)([C:14]1[CH:19]=[CH:18][CH:17]=[CH:16][CH:15]=1)([C:8]1[CH:9]=[CH:10][CH:11]=[CH:12][CH:13]=1)[C:2]1[CH:7]=[CH:6][CH:5]=[CH:4][CH:3]=1. Procedure details: To a solution of 2-(2-tritylaminothiazol-4-yl)-(Z)-2-n-butoxyiminoacetic acid (1.6 g, 3.29 mmol) and 1-hydroxybenzotriazole (0.49 g, 3.62 mmol) in tetrahydrofuran (16 ml) was added N,N'-dicyclohexylcarbodiimide (0.75 g, 3.62 mmol) and the mixture was stirred at room temperature. Then the mixture was treated in a manner similar to that descirbed in Example 6, (b) to give colorless needles of 1-benzotriazolyl 2-(2-tritylaminothiazol-4-yl)-(Z)-2-n-butoxyiminoacetate (1.50 g, 75.7%), mp 100°-102° C.